Dataset: the Open Reaction Database (ORD), a public repository of structured organic reaction records. Task: describe an organic reaction: reactants, conditions, products, and yield Starting materials: CC1Cc2ccc(Br)cc2CN1c1cc(N2CCN(C)CC2)nc(N)n1, O=C([O-])O, C1COCCO1, CC1(C)OB(c2cnn(CCN3CCOCC3)c2)OC1(C)C, CO, [Na+], O, c1ccc(P(c2ccccc2)(c2ccccc2)[Pd](P(c2ccccc2)(c2ccccc2)c2ccccc2)(P(c2ccccc2)(c2ccccc2)c2ccccc2)P(c2ccccc2)(c2ccccc2)c2ccccc2)cc1. Yields the product CC1Cc2ccc(-c3cnn(CCN4CCOCC4)c3)cc2CN1c1cc(N2CCN(C)CC2)nc(N)n1. As a reaction SMILES: [Br:1][c:2]1[cH:3][cH:4][c:5]2[c:10]([cH:11]1)[CH2:9][N:8]([c:12]1[n:13][c:14]([NH2:25])[n:15][c:16]([N:18]3[CH2:19][CH2:20][N:21]([CH3:24])[CH2:22][CH2:23]3)[cH:17]1)[CH:7]([CH3:26])[CH2:6]2.[C:49](=[O:50])([OH:51])[O-:52].[CH2:54]1[O:55][CH2:56][CH2:57][O:58][CH2:59]1.[CH3:27][C:28]1([CH3:29])[C:30]([CH3:31])([CH3:32])[O:33][B:34]([c:35]2[cH:36][n:37][n:38]([CH2:40][CH2:41][N:42]3[CH2:43][CH2:44][O:45][CH2:46][CH2:47]3)[cH:39]2)[O:48]1.[CH3:60][OH:61].[Na+:53].[OH2:139].[cH:62]1[cH:63][cH:64][c:65]([P:66]([Pd:67]([P:68]([c:69]2[cH:70][cH:71][cH:72][cH:73][cH:74]2)([c:75]2[cH:76][cH:77][cH:78][cH:79][cH:80]2)[c:81]2[cH:82][cH:83][cH:84][cH:85][cH:86]2)([P:87]([c:88]2[cH:89][cH:90][cH:91][cH:92][cH:93]2)([c:94]2[cH:95][cH:96][cH:97][cH:98][cH:99]2)[c:100]2[cH:101][cH:102][cH:103][cH:104][cH:105]2)[P:106]([c:107]2[cH:108][cH:109][cH:110][cH:111][cH:112]2)([c:113]2[cH:114][cH:115][cH:116][cH:117][cH:118]2)[c:119]2[cH:120][cH:121][cH:122][cH:123][cH:124]2)([c:125]2[cH:126][cH:127][cH:128][cH:129][cH:130]2)[c:131]2[cH:132][cH:133][cH:134][cH:135][cH:136]2)[cH:137][cH:138]1>>[c:2]1(-[c:35]2[cH:36][n:37][n:38]([CH2:40][CH2:41][N:42]3[CH2:43][CH2:44][O:45][CH2:46][CH2:47]3)[cH:39]2)[cH:3][cH:4][c:5]2[c:10]([cH:11]1)[CH2:9][N:8]([c:12]1[n:13][c:14]([NH2:25])[n:15][c:16]([N:18]3[CH2:19][CH2:20][N:21]([CH3:24])[CH2:22][CH2:23]3)[cH:17]1)[CH:7]([CH3:26])[CH2:6]2. Procedure: In analogy to example 228, from (E)-4′-(1-(4-fluoro-2-methylphenyl)-3-(hydroxyimino)-3-(1-methyl-6-oxo-1,6-dihydropyridin-3-yl)propyl)biphenyl-4-carboxylic acid (example 225) and glycine-methylester hydrochloride was prepared the title compound as a light brown foam, MS (ESI+): m/z=556.22 [M+H]+. The product is COC(CNC(=O)C1=CC=C(C=C1)C1=CC=C(C=C1)C(C\C(\C1=CN(C(C=C1)=O)C)=N/O)C1=C(C=C(C=C1)F)C)=O (({4′-[1-(4-Fluoro-2-methyl-phenyl)-3-[(E)-hydroxyimino]-3-(1-methyl-6-oxo-1,6-dihydro-pyridin-3-yl)-propyl]-biphenyl-4-carbonyl}-amino)-acetic acid methyl ester). Reaction SMILES: [F:1][C:2]1[CH:7]=[CH:6][C:5]([CH:8]([C:21]2[CH:26]=[CH:25][C:24]([C:27]3[CH:32]=[CH:31][C:30]([C:33](O)=[O:34])=[CH:29][CH:28]=3)=[CH:23][CH:22]=2)[CH2:9]/[C:10](=[N:19]\[OH:20])/[C:11]2[CH:16]=[CH:15][C:14](=[O:17])[N:13]([CH3:18])[CH:12]=2)=[C:4]([CH3:36])[CH:3]=1.Cl.[CH3:38][O:39][C:40](=[O:43])[CH2:41][NH2:42]>>[CH3:38][O:39][C:40](=[O:43])[CH2:41][NH:42][C:33]([C:30]1[CH:31]=[CH:32][C:27]([C:24]2[CH:25]=[CH:26][C:21]([CH:8]([C:5]3[CH:6]=[CH:7][C:2]([F:1])=[CH:3][C:4]=3[CH3:36])[CH2:9]/[C:10](=[N:19]\[OH:20])/[C:11]3[CH:16]=[CH:15][C:14](=[O:17])[N:13]([CH3:18])[CH:12]=3)=[CH:22][CH:23]=2)=[CH:28][CH:29]=1)=[O:34] |f:1.2|. Starting materials: FC1=CC(=C(C=C1)C(C\C(\C1=CN(C(C=C1)=O)C)=N/O)C1=CC=C(C=C1)C1=CC=C(C=C1)C(=O)O)C ((E)-4′-(1-(4-Fluoro-2-methylphenyl)-3-(hydroxyimino)-3-(1-methyl-6-oxo-1,6-dihydropyridin-3-yl)propyl)biphenyl-4-carboxylic acid), Cl.COC(CN)=O (glycine-methylester hydrochloride). Reactants: O=C1NC(=O)c2ccccc21, ClCC=CCCl, [K]. The product is O=C1c2ccccc2C(=O)N1CC=CCCl. As a reaction SMILES: [C:7]1(=[O:17])[c:8]2[c:9]([cH:13][cH:14][cH:15][cH:16]2)[C:10](=[O:12])[NH:11]1.[Cl:1][CH2:2][CH:3]=[CH:4][CH2:5][Cl:6].[K:18]>>[Cl:1][CH2:2][CH:3]=[CH:4][CH2:5][N:11]1[C:7](=[O:17])[c:8]2[c:9]([cH:13][cH:14][cH:15][cH:16]2)[C:10]1=[O:12]. RXN SMILES: [Cl:9][C:10](=[O:11])[O:12][CH2:13][CH3:14].[NH2:1][c:2]1[n:3][c:4]([Br:8])[cH:5][cH:6][cH:7]1.[OH2:15].[cH:16]1[cH:17][cH:18][n:19][cH:20][cH:21]1>>[NH:1]([c:2]1[n:3][c:4]([Br:8])[cH:5][cH:6][cH:7]1)[C:10](=[O:11])[O:12][CH2:13][CH3:14]. Yields the product CCOC(=O)Nc1cccc(Br)n1. Starting materials: CCOC(=O)Cl, Nc1cccc(Br)n1, O, c1ccncc1. The reactants are CC(=O)[O-], CC(=O)O, COC(=O)CC#N, [NH4+], O=C1CCCCC1, c1ccccc1. Yields the product COC(=O)C(C#N)=C1CCCCC1. As a reaction SMILES: [CH3:16][C:17](=[O:18])[O-:19].[CH3:20][C:21](=[O:22])[OH:23].[CH3:8][O:9][C:10](=[O:11])[CH2:12][C:13]#[N:14].[NH4+:15].[O:1]=[C:2]1[CH2:3][CH2:4][CH2:5][CH2:6][CH2:7]1.[cH:24]1[cH:25][cH:26][cH:27][cH:28][cH:29]1>>[C:2]1(=[C:12]([C:10]([O:9][CH3:8])=[O:11])[C:13]#[N:14])[CH2:3][CH2:4][CH2:5][CH2:6][CH2:7]1. Reactants: C(N)(=O)C(C(=O)C1=CNC2=CC=CC=C12)NC(NC1=CN(C2=CC=CC=C12)C(=O)OCC)=O (3-{3-[1-Carbamoyl-2-(3-indolyl)-2-oxoethyl]-ureido}-1-(ethoxycarbonyl)-indole), CN(C)C=O (DMF), BrCCCN1C(C=2C(C1=O)=CC=CC2)=O (N-(3-bromopropyl)phthalimide), C(=O)([O-])[O-].[K+].[K+] (K2CO3). Solvent: C(C)OCC (diethyl ether). Reaction conditions: temperature 65 celsius, time 30 minute. The product is C(N)(=O)C(C(=O)C1=CN(C2=CC=CC=C12)CCCN1C(C2=CC=CC=C2C1=O)=O)NC(NC1=CN(C2=CC=CC=C12)C(=O)OCC)=O (3-[3-(1-Carbamoyl-2-{1-[3-(1,3-dioxo-1,3-dihydroisoindol-2-yl)-propyl]-3-indolyl}-2-oxoethyl)-ureido]-1-(ethoxycarbonyl)-indole). Isolated yield 70.7%. RXN SMILES: [C:1]([CH:4]([NH:16][C:17](=[O:33])[NH:18][C:19]1[C:27]2[C:22](=[CH:23][CH:24]=[CH:25][CH:26]=2)[N:21]([C:28]([O:30][CH2:31][CH3:32])=[O:29])[CH:20]=1)[C:5]([C:7]1[C:15]2[C:10](=[CH:11][CH:12]=[CH:13][CH:14]=2)[NH:9][CH:8]=1)=[O:6])(=[O:3])[NH2:2].Br[CH2:35][CH2:36][CH2:37][N:38]1[C:42](=[O:43])[C:41]2=[CH:44][CH:45]=[CH:46][CH:47]=[C:40]2[C:39]1=[O:48].C([O-])([O-])=O.[K+].[K+].CN(C=O)C>C(OCC)C>[C:1]([CH:4]([NH:16][C:17](=[O:33])[NH:18][C:19]1[C:27]2[C:22](=[CH:23][CH:24]=[CH:25][CH:26]=2)[N:21]([C:28]([O:30][CH2:31][CH3:32])=[O:29])[CH:20]=1)[C:5]([C:7]1[C:15]2[C:10](=[CH:11][CH:12]=[CH:13][CH:14]=2)[N:9]([CH2:35][CH2:36][CH2:37][N:38]2[C:42](=[O:43])[C:41]3[C:40](=[CH:47][CH:46]=[CH:45][CH:44]=3)[C:39]2=[O:48])[CH:8]=1)=[O:6])(=[O:3])[NH2:2] |f:2.3.4|. Reported procedure: A solution of 0.10 g (0.223 mmol) of the product from step d), 0.15 g (0.56 mmol) of N-(3-bromopropyl)phthalimide, 0.10 g (0.72 mmol) of K2CO3 and 1.5 ml of DMF. The flask was sealed and heated to 65° C. for 5 hours. The reaction mixture was partitioned between 10 ml of EtOAc and 10 ml of water. The organic phase was collected and the aqueous phase was extracted with an additional 10 ml of EtOAc. The combined organic phases were washed with water and brine. The organic phase was evaporated to gi...